From a dataset of the Open Reaction Database (ORD), a public repository of structured organic reaction records. describe an organic reaction: reactants, conditions, products, and yield The reactants are N#Cc1cc(CO)ccc1-c1cc2cc(Cc3ccccc3)ccc2o1, CC#N, CCC[N+](CCC)(CCC)CCC, O=[Ru](=O)(=O)[O-]. Product: N#Cc1cc(C=O)ccc1-c1cc2cc(Cc3ccccc3)ccc2o1. As a reaction SMILES: [CH2:1]([c:2]1[cH:3][cH:4][cH:5][cH:6][cH:7]1)[c:8]1[cH:9][cH:10][c:11]2[c:12]([cH:13][c:14](-[c:16]3[c:17]([C:18]#[N:19])[cH:20][c:21]([CH2:24][OH:25])[cH:22][cH:23]3)[o:15]2)[cH:26]1.[CH3:27][C:28]#[N:29].[CH3:30][CH2:31][CH2:32][N+:33]([CH2:34][CH2:35][CH3:36])([CH2:37][CH2:38][CH3:39])[CH2:40][CH2:41][CH3:42].[O:43]=[Ru:44](=[O:45])([O-:46])=[O:47]>>[CH2:1]([c:2]1[cH:3][cH:4][cH:5][cH:6][cH:7]1)[c:8]1[cH:9][cH:10][c:11]2[c:12]([cH:13][c:14](-[c:16]3[c:17]([C:18]#[N:19])[cH:20][c:21]([CH:24]=[O:25])[cH:22][cH:23]3)[o:15]2)[cH:26]1. The reactants are O=C(Cl)c1ccncc1, CN(C)C1CCc2oc3ccc(NC(=O)OC(C)(C)C)cc3c2C1, Cl. Yields the product CN(C)C1CCc2oc3ccc(NC(=O)c4ccncc4)cc3c2C1. RXN SMILES: [C:26]([c:27]1[cH:28][cH:29][n:30][cH:31][cH:32]1)([Cl:33])=[O:34].[CH3:1][N:2]([CH:3]1[CH2:4][c:5]2[c:6]([o:7][c:8]3[c:9]2[cH:10][c:11]([NH:14][C:15]([O:17][C:16]([CH3:18])([CH3:19])[CH3:20])=[O:21])[cH:12][cH:13]3)[CH2:22][CH2:23]1)[CH3:24].[ClH:25]>>[CH3:1][N:2]([CH:3]1[CH2:4][c:5]2[c:6]([o:7][c:8]3[c:9]2[cH:10][c:11]([NH:14][C:15](=[O:17])[c:27]2[cH:28][cH:29][n:30][cH:31][cH:32]2)[cH:12][cH:13]3)[CH2:22][CH2:23]1)[CH3:24].